Dataset: the Open Reaction Database (ORD), a public repository of structured organic reaction records. Task: describe an organic reaction: reactants, conditions, products, and yield Reactants: CN1CCNCC1, CCN=C=NCCCN(C)C, CN1CCOCC1, CO, CNS(=O)(=O)c1ccccc1Nc1nc(Nc2ccc3c(c2)CCCC(=O)N3CC(=O)O)ncc1Cl, ClCCl, Cl, CN(C)C=O, Oc1cccc2[nH]nnc12. Product: CNS(=O)(=O)c1ccccc1Nc1nc(Nc2ccc3c(c2)CCCC(=O)N3CC(=O)N2CCN(C)CC2)ncc1Cl. RXN SMILES: [CH3:37][N:38]1[CH2:39][CH2:40][NH:41][CH2:42][CH2:43]1.[CH3:45][N:46]([CH3:47])[CH2:48][CH2:49][CH2:50][N:51]=[C:52]=[N:53][CH2:54][CH3:55].[CH3:56][N:57]1[CH2:58][CH2:59][O:60][CH2:61][CH2:62]1.[CH3:78][OH:79].[Cl:1][c:2]1[c:3]([NH:25][c:26]2[c:27]([S:32]([NH:33][CH3:34])(=[O:35])=[O:36])[cH:28][cH:29][cH:30][cH:31]2)[n:4][c:5]([NH:8][c:9]2[cH:10][c:11]3[c:12]([cH:23][cH:24]2)[N:13]([CH2:19][C:20](=[O:21])[OH:22])[C:14](=[O:18])[CH2:15][CH2:16][CH2:17]3)[n:6][cH:7]1.[Cl:80][CH2:81][Cl:82].[ClH:44].[O:73]=[CH:74][N:75]([CH3:76])[CH3:77].[OH:63][c:64]1[c:65]2[n:66][n:67][nH:68][c:69]2[cH:70][cH:71][cH:72]1>>[Cl:1][c:2]1[c:3]([NH:25][c:26]2[c:27]([S:32]([NH:33][CH3:34])(=[O:35])=[O:36])[cH:28][cH:29][cH:30][cH:31]2)[n:4][c:5]([NH:8][c:9]2[cH:10][c:11]3[c:12]([cH:23][cH:24]2)[N:13]([CH2:19][C:20](=[O:21])[N:41]2[CH2:40][CH2:39][N:38]([CH3:37])[CH2:43][CH2:42]2)[C:14](=[O:18])[CH2:15][CH2:16][CH2:17]3)[n:6][cH:7]1. The reactants are NCC(=O)O (glycine), [H][H] (hydrogen), C1(CCCCC1)=O (cyclohexanone), [H][H] (hydrogen). The reagents and catalysts are [Pd] (Pd). Run in C(C)(=O)O (acetic acid). Run at time 4.5 day. The product is C1(CCCCC1)NCC(=O)O (Cyclohexylglycine). Isolated yield 91.0%. RXN SMILES: [NH2:1][CH2:2][C:3]([OH:5])=[O:4].[C:6]1(=O)[CH2:11][CH2:10][CH2:9][CH2:8][CH2:7]1.[H][H]>[Pd].C(O)(=O)C>[CH:6]1([NH:1][CH2:2][C:3]([OH:5])=[O:4])[CH2:11][CH2:10][CH2:9][CH2:8][CH2:7]1. Procedure: Similar equipment and procedure as described in Example 1 were employed. 75.5 grams glycine (1.01 moles, Aldrich, 99+%), 118.4 grams cyclohexanone (1.21 moles, Aldrich 99.8%), 300 ml glacial acetic acid and 11.2 grams of Pd (5%)/C were used. The reaction was carried out in a 600 ml Parr reactor under 1000 psig (7000 kPa) hydrogen pressure at 75° C. No noticeable hydrogen uptake was noticed after 1.5 days, and the reaction was carried out for 4.5 days. The reactor was opened after cooling to room... Starting materials: NN1C(C(NC2=CC=CC=C12)=O)=O (1-amino-1,4-dihydro-2,3-quinoxalinedione), C=1(C(=CC=CC1)N=C=O)C (o-tolyl isocyanate). The solvent is N1=CC=CC=C1 (pyridine). Conditions: temperature 70 celsius. Yields the product C1(=C(C=CC=C1)NC(=O)NN1C(C(NC2=CC=CC=C12)=O)=O)C (1-[[(o-tolylamino)carbonyl]amino]-1,4-dihydro-2,3-quinoxalinedione). Yield: 90.5%. Reaction SMILES: [NH2:1][N:2]1[C:11]2[C:6](=[CH:7][CH:8]=[CH:9][CH:10]=2)[NH:5][C:4](=[O:12])[C:3]1=[O:13].[C:14]1([CH3:23])[C:15]([N:20]=[C:21]=[O:22])=[CH:16][CH:17]=[CH:18][CH:19]=1>N1C=CC=CC=1>[C:14]1([CH3:23])[CH:19]=[CH:18][CH:17]=[CH:16][C:15]=1[NH:20][C:21]([NH:1][N:2]1[C:11]2[C:6](=[CH:7][CH:8]=[CH:9][CH:10]=2)[NH:5][C:4](=[O:12])[C:3]1=[O:13])=[O:22]. Reported procedure: The procedure of Leeson, P. D. et al., J. Med. Chem 35: 1954-68 (1992) was adapted. A suspension of 1-amino-1,4-dihydro-2,3-quinoxalinedione (37 mg, 0.21 mMol) in pyridine (2.5 mL) was stirred at 70° C. until dissolving was completed. To the solution was then added o-tolyl isocyanate (27.8 mg, 0.21 mMol, Aldrich), which was stirred at 60° C. for 2 h, then overnight at room temperature. The solvent was evaporated under reduced pressure, the residue was washed by ether (2×2 mL) to give 59 mg of cr...